Dataset: the Open Reaction Database (ORD), a public repository of structured organic reaction records. Task: describe an organic reaction: reactants, conditions, products, and yield Starting materials: Cc1cc(N2CCC(N3CCCC3C)C2)ccc1N, Cc1ccc2c(O)c(C(=O)O)cnc2n1. Product: Cc1ccc2c(O)c(C(=O)Nc3ccc(N4CCC(N5CCCC5C)C4)cc3C)cnc2n1. RXN SMILES: [CH3:1][c:2]1[c:3]([NH2:19])[cH:4][cH:5][c:6]([N:8]2[CH2:9][CH:10]([N:13]3[CH:14]([CH3:18])[CH2:15][CH2:16][CH2:17]3)[CH2:11][CH2:12]2)[cH:7]1.[OH:20][c:21]1[c:22]([C:32](=[O:33])[OH:34])[cH:23][n:24][c:25]2[n:26][c:27]([CH3:31])[cH:28][cH:29][c:30]12>>[CH3:1][c:2]1[c:3]([NH:19][C:32]([c:22]2[c:21]([OH:20])[c:30]3[c:25]([n:24][cH:23]2)[n:26][c:27]([CH3:31])[cH:28][cH:29]3)=[O:33])[cH:4][cH:5][c:6]([N:8]2[CH2:9][CH:10]([N:13]3[CH:14]([CH3:18])[CH2:15][CH2:16][CH2:17]3)[CH2:11][CH2:12]2)[cH:7]1. Reactants: CS(C)=O, Fc1ccc2c(c1)C(CCCCl)CO2, N#C[Na], O. The product is N#CCCCC1COc2ccc(F)cc21. RXN SMILES: [CH3:19][S:20](=[O:21])[CH3:22].[Cl:4][CH2:5][CH2:6][CH2:7][CH:8]1[CH2:9][O:10][c:11]2[c:12]1[cH:13][c:14]([F:17])[cH:15][cH:16]2.[Na:1][C:2]#[N:3].[OH2:18]>>[C:2](#[N:3])[CH2:5][CH2:6][CH2:7][CH:8]1[CH2:9][O:10][c:11]2[c:12]1[cH:13][c:14]([F:17])[cH:15][cH:16]2. Reactants: B(Br)(Br)Br (boron tribromide), C(#N)C=1C=C(C=CC1)C1=CC=C(C=C1)OC (3'-cyano-4-methoxybiphenyl), ice. The solvent is ClCCl (dichloromethane). Run at time 18 hour. Yields the product C(#N)C=1C=C(C=CC1)C1=CC=C(C=C1)O (3'-Cyanobiphenyl-4-ol). The yield is 85.2%. As a reaction SMILES: B(Br)(Br)Br.[C:5]([C:7]1[CH:8]=[C:9]([C:13]2[CH:18]=[CH:17][C:16]([O:19]C)=[CH:15][CH:14]=2)[CH:10]=[CH:11][CH:12]=1)#[N:6]>ClCCl>[C:5]([C:7]1[CH:8]=[C:9]([C:13]2[CH:18]=[CH:17][C:16]([OH:19])=[CH:15][CH:14]=2)[CH:10]=[CH:11][CH:12]=1)#[N:6]. Reported procedure: A solution of boron tribromide (1.0 M in dichloromethane, 38 ml) was added to a solution of 3'-cyano-4-methoxybiphenyl (4.0 g) in dichloromethane (150 ml) at -78 ° C. After the addition was complete the solution was allowed to warm to room temperature and was stirred for 18 hours. The solution was cooled to 0° C. and then ice (100 g) was added. The organic layer was separated and the aqueous phase extracted with ethyl acetate (3×100 ml). The combined extracts were dried over anhydrous magnesium ...